This data is from the Open Reaction Database (ORD), a public repository of structured organic reaction records. The task is: describe an organic reaction: reactants, conditions, products, and yield Reactants: CCn1cc(C(=O)O)c(=O)c2cc(F)c(Cl)cc21, c1ccncc1, c1cc(C2CNCCN2)cs1. The product is CCn1cc(C(=O)O)c(=O)c2cc(F)c(N3CCNC(c4ccsc4)C3)cc21. As a reaction SMILES: [Cl:12][c:13]1[c:14]([F:29])[cH:15][c:16]2[c:17](=[O:28])[c:18]([C:25](=[O:26])[OH:27])[cH:19][n:20]([CH2:23][CH3:24])[c:21]2[cH:22]1.[cH:30]1[cH:31][cH:32][n:33][cH:34][cH:35]1.[s:1]1[cH:2][c:3]([CH:6]2[NH:7][CH2:8][CH2:9][NH:10][CH2:11]2)[cH:4][cH:5]1>>[s:1]1[cH:2][c:3]([CH:6]2[NH:7][CH2:8][CH2:9][N:10]([c:13]3[c:14]([F:29])[cH:15][c:16]4[c:17](=[O:28])[c:18]([C:25](=[O:26])[OH:27])[cH:19][n:20]([CH2:23][CH3:24])[c:21]4[cH:22]3)[CH2:11]2)[cH:4][cH:5]1.